describe an organic reaction: reactants, conditions, products, and yield From a dataset of the Open Reaction Database (ORD), a public repository of structured organic reaction records. Starting materials: CC(=O)N1CCN(c2ccc([N+](=O)[O-])cc2)CC1, CCO. The product is CC(=O)N1CCN(c2ccc(N)cc2)CC1. RXN SMILES: [C:1]([CH3:2])(=[O:3])[N:4]1[CH2:5][CH2:6][N:7]([c:10]2[cH:11][cH:12][c:13]([N+:16]([O-:17])=[O:18])[cH:14][cH:15]2)[CH2:8][CH2:9]1.[CH3:19][CH2:20][OH:21]>>[C:1]([CH3:2])(=[O:3])[N:4]1[CH2:5][CH2:6][N:7]([c:10]2[cH:11][cH:12][c:13]([NH2:16])[cH:14][cH:15]2)[CH2:8][CH2:9]1. Starting materials: Cl.Cl.COC1=CC=C(C=C1)N1CCNCC1 (1-(4-methoxyphenyl)piperazine dihydrochloride), CS(=O)(=O)OCCC1CCCCC1 (2-cyclohexylethyl methylsulfonate), BrCCC1=CC=CC=C1 ((2-bromoethyl)-benzene), FC1=C(C=C(C(=C1)OC)F)N1CCNCC1 (1-(2,5-difluoro-4-methoxyphenyl)-piperazine). Product: C1(CCCCC1)CCN1CCN(CC1)C1=C(C=C(C(=C1)F)OC)F (1-(2-cyclohexylethyl)-4-(2,5-difluoro-4-methoxyphenyl)piperazine). As a reaction SMILES: Cl.Cl.COC1C=CC(N2CCNCC2)=CC=1.Br[CH2:18][CH2:19][C:20]1[CH:25]=[CH:24][CH:23]=[CH:22][CH:21]=1.[F:26][C:27]1[CH:32]=[C:31]([O:33][CH3:34])[C:30]([F:35])=[CH:29][C:28]=1[N:36]1[CH2:41][CH2:40][NH:39][CH2:38][CH2:37]1.CS(OCCC1CCCCC1)(=O)=O>>[CH:20]1([CH2:19][CH2:18][N:39]2[CH2:38][CH2:37][N:36]([C:28]3[CH:29]=[C:30]([F:35])[C:31]([O:33][CH3:34])=[CH:32][C:27]=3[F:26])[CH2:41][CH2:40]2)[CH2:25][CH2:24][CH2:23][CH2:22][CH2:21]1 |f:0.1.2|. Procedure details: Production Example 1 was repeated except that 1-(4-methoxyphenyl)piperazine dihydrochloride and (2-bromoethyl)-benzene were replaced with 1-(2,5-difluoro-4-methoxyphenyl)-piperazine (342 mg) and 2-cyclohexylethyl methylsulfonate (309 mg), respectively, to provide crude 1-(2-cyclohexylethyl)-4-(2,5-difluoro-4-methoxyphenyl)piperazine (476 mg). Starting materials: C1(=CC=CC=C1)C1=CC=C(C=C1)C(=O)N=C=S (4-phenyl-1-benzenecarbonyl isothiocyanate), C1(=CC=CC=C1)C1=CC=C(C=C1)C(=O)Cl (4-phenyl-1benzenecarbonyl chloride), COC=1C=C2C(=CC=NC2=CC1OC)OC1=CC(=C(N)C=C1)F (4-[(6,7-Dimethoxy-4-quinolyl)oxy]-2-fluoroaniline). Run in C(C)O (ethanol), C(C)O (ethanol), C1(=CC=CC=C1)C (toluene). Run at time 2 hour. The product is C1(=CC=CC=C1)C1=CC=C(C=C1)C(=O)N=C=S (4-Phenyl-1-benzenecarbonyl isothiocyanate), C1(=CC=CC=C1)C1=CC=C(C(=O)NC(=S)NC2=C(C=C(C=C2)OC2=CC=NC3=CC(=C(C=C23)OC)OC)F)C=C1 (N-(4-Phenylbenzoyl)-N′-{4-[(6,7-dimethoxy-4-quinolyl)oxy]-2-fluorophenyl}thiourea). The yield is 47.0%. RXN SMILES: C1(C2C=CC(C(Cl)=O)=CC=2)C=CC=CC=1.[CH3:16][O:17][C:18]1[CH:19]=[C:20]2[C:25](=[CH:26][C:27]=1[O:28][CH3:29])[N:24]=[CH:23][CH:22]=[C:21]2[O:30][C:31]1[CH:37]=[CH:36][C:34]([NH2:35])=[C:33]([F:38])[CH:32]=1.[C:39]1([C:45]2[CH:50]=[CH:49][C:48]([C:51]([N:53]=[C:54]=[S:55])=[O:52])=[CH:47][CH:46]=2)[CH:44]=[CH:43][CH:42]=[CH:41][CH:40]=1>C1(C)C=CC=CC=1.C(O)C>[C:39]1([C:45]2[CH:50]=[CH:49][C:48]([C:51]([N:53]=[C:54]=[S:55])=[O:52])=[CH:47][CH:46]=2)[CH:40]=[CH:41][CH:42]=[CH:43][CH:44]=1.[C:39]1([C:45]2[CH:50]=[CH:49][C:48]([C:51]([NH:53][C:54]([NH:35][C:34]3[CH:36]=[CH:37][C:31]([O:30][C:21]4[C:20]5[C:25](=[CH:26][C:27]([O:28][CH3:29])=[C:18]([O:17][CH3:16])[CH:19]=5)[N:24]=[CH:23][CH:22]=4)=[CH:32][C:33]=3[F:38])=[S:55])=[O:52])=[CH:47][CH:46]=2)[CH:40]=[CH:41][CH:42]=[CH:43][CH:44]=1. Reported procedure: 4-Phenyl-1-benzenecarbonyl isothiocyanate was prepared using commercially available 4-phenyl-1benzenecarbonyl chloride (80 mg) as a starting compound according to the description of the literature. 4-[(6,7-Dimethoxy-4-quinolyl)oxy]-2-fluoroaniline (50 mg) was dissolved in toluene (5 ml) and ethanol (1 ml) to prepare a solution. A solution of 4-phenyl-1-benzenecarbonyl isothiocyanate in ethanol (1 ml) was then added to the solution, and the mixture was stirred at room temperature for 2 hr. The re... The reactants are Cl (hydrochloric acid), CC#N (MeCN), BrCC(=O)C=1C=NC=CC1 (bromomethylpyridin-3-yl ketone), C1(C=2C(C(N1)=O)=CC=CC2)=O.[K] (potassium phthalimide). Run in CN(C)C=O (DMF), [Cl-].[Na+].O (brine). Product: O=C(CN1C(C2=CC=CC=C2C1=O)=O)C=1C=NC=CC1 (2-(2-Oxo-2-pyridin-3-yl-ethyl)isoindole-1,3-dione). RXN SMILES: Br[CH2:2][C:3]([C:5]1[CH:6]=[N:7][CH:8]=[CH:9][CH:10]=1)=[O:4].[C:11]1(=[O:21])[NH:15][C:14](=[O:16])[C:13]2=[CH:17][CH:18]=[CH:19][CH:20]=[C:12]12.[K].Cl.CC#N>CN(C=O)C.[Cl-].[Na+].O>[O:4]=[C:3]([C:5]1[CH:6]=[N:7][CH:8]=[CH:9][CH:10]=1)[CH2:2][N:15]1[C:11](=[O:21])[C:12]2[C:13](=[CH:17][CH:18]=[CH:19][CH:20]=2)[C:14]1=[O:16] |f:1.2,6.7.8,^1:21|. Procedure details: A solution of bromomethylpyridin-3-yl ketone (4.55 g, 16.2 mmol) and potassium phthalimide (6.0 g, 32.4 mmol) in DMF (50 mL) was stirred for 3 days at rt before the added to diluted brine (500 ml, 1:1). The solution was made acidic (pH 2) with diluted hydrochloric acid (1M) before washed with ethyl acetate (2×100 ml). The aqueous layer was then made alkaline (pH 12) again with sodium hydroxide solution (2 M) and extracted with DCM (4×200 ml). The extracts were combined and dried (MgSO4) before c... As a reaction SMILES: [OH:1][CH2:2][CH2:3][S:4][CH2:5][CH:6]([C:8]1[CH:13]=[CH:12][C:11]([C:14]2[CH:19]=[CH:18][CH:17]=[CH:16][C:15]=2F)=[CH:10][CH:9]=1)[OH:7]>C1C=CC=CC=1.C(OCC)(=O)C>[OH:1][CH2:2][CH2:3][S:4][CH2:5][CH:6]([C:8]1[CH:13]=[CH:12][C:11]([C:14]2[CH:19]=[CH:18][CH:17]=[CH:16][CH:15]=2)=[CH:10][CH:9]=1)[OH:7] |f:1.2|. Run in C1=CC=CC=C1.C(C)(=O)OCC (benzene ethyl acetate). Yields the product OCCSCC(O)C1=CC=C(C=C1)C1=CC=CC=C1 (2-Hydroxyethyl-[2-(4-biphenylyl)-2-hydroxy-ethyl]sulfide). Procedure: 2-Hydroxyethyl-[2-(2'-fluoro-4-biphenylyl)-2-hydroxyethyl]-sulfide, an oil, Rf -value: 0.3 on silicagel-polygram-plates with benzene/ethyl acetate = 1:1 as the eluant, was prepared in analogous manner. Reactants: OCCSCC(O)C1=CC=C(C=C1)C1=C(C=CC=C1)F (2-Hydroxyethyl-[2-(2'-fluoro-4-biphenylyl)-2-hydroxyethyl]-sulfide). Reactants: aqueous solution, S(=O)(O)[O-].[Na+] (sodium hydrogen sulfite), C(C)(=O)C1=CC2=C(OC3(CC3)C2=O)C=C1 (5-Acetylspiro[benzo[b]furan-2(3H),1'-cyclopropane]-3-one), Cl[O-].[Na+] (sodium hypochlorite), C1(=CC=CC=C1)OCCCCCCCC.O(CC[*:2])[*:1] (polyoxyethylene octyl phenyl ether), Cl (hydrochloric acid). Solvent: O (water). Reaction conditions: temperature 60 celsius, time 3 hour. Product: C(=O)(O)C1=CC2=C(OC3(CC3)C2=O)C=C1 (5-carboxyspiro[benzo[b]furan-2(3H),1'-cyclopropane]-3-one). Reaction SMILES: [C:1]([C:4]1[CH:15]=[CH:14][C:7]2[O:8][C:9]3([C:12](=[O:13])[C:6]=2[CH:5]=1)[CH2:11][CH2:10]3)(=[O:3])C.Cl[O-].[Na+].S([O-])(O)=[O:20].[Na+].Cl>O>[C:1]([C:4]1[CH:15]=[CH:14][C:7]2[O:8][C:9]3([C:12](=[O:13])[C:6]=2[CH:5]=1)[CH2:11][CH2:10]3)([OH:3])=[O:20] |f:1.2,3.4|. Procedure details: 5-Acetylspiro[benzo[b]furan-2(3H),1'-cyclopropane]-3-one (13.5 g.) was added to 300 ml. of aqueous solution of sodium hypochlorite. To the mixture was further added a small amount of surface active agent (polyoxyethylene octyl phenyl ether), and the mixture was stirred at 60° C. for 3 hours. After cooling, the reaction mixture was diluted with water, and to the mixture was added 40% aqueous solution of sodium hydrogen sulfite. The reaction mixture was made acidic with hydrochloric acid, and resu... The reactants are ClC1=CC=C(C=C1)C1NC(C=2N(N=C(C21)C)C=2C(=NC=CC2)OC)=O (4-(4-chlorophenyl)-1-(2-methoxypyridin-3-yl)-3-methyl-4,5-dihydropyrrolo[3,4-c]pyrazol-6(1H)-one), ClC=1C=C(C=2N(N1)C(=NN2)C)C (6-chloro-3,8-dimethyl-[1,2,4]triazolo[4,3-b]pyridazine). The product is ClC1=CC=C(C=C1)C1N(C(C=2N(N=C(C21)C)C=2C(=NC=CC2)OC)=O)C=2C=C(C=1N(N2)C(=NN1)C)C (4-(4-chlorophenyl)-5-(3,8-dimethyl-[1,2,4]triazolo[4,3-b]pyridazin-6-yl)-1-(2-methoxypyridin-3-yl)-3-methyl-4,5-dihydropyrrolo[3,4-c]pyrazol-6(1H)-one). Reaction SMILES: [Cl:1][C:2]1[CH:7]=[CH:6][C:5]([CH:8]2[C:15]3[C:14]([CH3:16])=[N:13][N:12]([C:17]4[C:18]([O:23][CH3:24])=[N:19][CH:20]=[CH:21][CH:22]=4)[C:11]=3[C:10](=[O:25])[NH:9]2)=[CH:4][CH:3]=1.Cl[C:27]1[CH:28]=[C:29]([CH3:37])[C:30]2[N:31]([C:33]([CH3:36])=[N:34][N:35]=2)[N:32]=1>>[Cl:1][C:2]1[CH:7]=[CH:6][C:5]([CH:8]2[C:15]3[C:14]([CH3:16])=[N:13][N:12]([C:17]4[C:18]([O:23][CH3:24])=[N:19][CH:20]=[CH:21][CH:22]=4)[C:11]=3[C:10](=[O:25])[N:9]2[C:27]2[CH:28]=[C:29]([CH3:37])[C:30]3[N:31]([C:33]([CH3:36])=[N:34][N:35]=3)[N:32]=2)=[CH:4][CH:3]=1. Reported procedure: The title product was prepared in analogy to the procedure described in Example 110 using 4-(4-chlorophenyl)-1-(2-methoxypyridin-3-yl)-3-methyl-4,5-dihydropyrrolo[3,4-c]pyrazol-6(1H)-one (Step 71.4) and 6-chloro-3,8-dimethyl-[1,2,4]triazolo[4,3-b]pyridazine (Step 111.2). The crude material was first purified by silica gel column chromatography (CH2Cl2/MeOH 1-5%), followed by preparative achiral SFC (column Propyl-pyridyl-urea, gradient 9-14% in 6 min_total 11 min). tR: 4.71 min (HPLC 1); tR: 1.1... Starting materials: C(C1=CC=CC=C1)OC(NCCO[Si](C1=CC=CC=C1)(C1=CC=CC=C1)C(C)(C)C)=O ([2-(t-butyldiphenylsilyloxy)ethyl]carbamic acid benzyl ester). Reagents/catalysts: [OH-].[OH-].[Pd+2] (palladium hydroxide on charcoal). Run in CO (methanol). The product is [Si](C1=CC=CC=C1)(C1=CC=CC=C1)(C(C)(C)C)OCCN (2-(t-butyldiphenylsilyloxy)ethylamine). The yield is 72.1%. RXN SMILES: C(OC(=O)[NH:10][CH2:11][CH2:12][O:13][Si:14]([C:27]([CH3:30])([CH3:29])[CH3:28])([C:21]1[CH:26]=[CH:25][CH:24]=[CH:23][CH:22]=1)[C:15]1[CH:20]=[CH:19][CH:18]=[CH:17][CH:16]=1)C1C=CC=CC=1>CO.[OH-].[OH-].[Pd+2]>[Si:14]([O:13][CH2:12][CH2:11][NH2:10])([C:27]([CH3:29])([CH3:30])[CH3:28])([C:21]1[CH:22]=[CH:23][CH:24]=[CH:25][CH:26]=1)[C:15]1[CH:16]=[CH:17][CH:18]=[CH:19][CH:20]=1 |f:2.3.4|. Reported procedure: A solution of [2-(t-butyldiphenylsilyloxy)ethyl]carbamic acid benzyl ester (3.01 g, 6.9 mmol) (obtained as described in Reference Example 33(1)) in methanol (150 ml) was subjected to catalytic hydrogenation in the presence of 20% palladium hydroxide on charcoal (3.0 g) at room temperature. After checking the completion of the reaction, the reaction mixture was filtered in order to remove the catalyst and the filtrate concentrated under reduced pressure. The residue was purified by chromatography... Reactants: BrCCO (2-bromoethanol), O (water), CN(C1=CC=C(C=C1)C(=O)C1=CC=C(C=C1)O)C (1-[4-(dimethylamino)phenyl]-1-[4-hydroxyphenyl)-methanone), [OH-].[Na+] (sodium hydroxide), [OH-].[Na+] (sodium hydroxide). Run in C(Cl)Cl (methylene chloride), C(Cl)(Cl)Cl (chloroform), CN(C=O)C (dimethylformamide). Reaction conditions: temperature 105 celsius. Product: CN(C1=CC=C(C=C1)C(=O)C1=CC=C(C=C1)OCCO)C (1-[4-(dimethylamino)phenyl]-1-[4-(2-hydroxyethoxy)phenyl]-methanone). RXN SMILES: [CH3:1][N:2]([CH3:18])[C:3]1[CH:8]=[CH:7][C:6]([C:9]([C:11]2[CH:16]=[CH:15][C:14]([OH:17])=[CH:13][CH:12]=2)=[O:10])=[CH:5][CH:4]=1.[OH-].[Na+].Br[CH2:22][CH2:23][OH:24].O>CN(C)C=O.C(Cl)(Cl)Cl.C(Cl)Cl>[CH3:1][N:2]([CH3:18])[C:3]1[CH:4]=[CH:5][C:6]([C:9]([C:11]2[CH:12]=[CH:13][C:14]([O:17][CH2:22][CH2:23][OH:24])=[CH:15][CH:16]=2)=[O:10])=[CH:7][CH:8]=1 |f:1.2|. Procedure: A solution of 12.0 g of 1-[4-(dimethylamino)phenyl]-1-[4-hydroxyphenyl)-methanone and 2.2 g sodium hydroxide in 120 ml dimethylformamide was heated at 90° C. until all the sodium hydroxide had dissolved. 6.9 g 2-bromoethanol was added and the reaction heated at about 105° C. for 24 hours. The reaction mixture was poured into water and the product isolated by extraction with methylene chloride to yield 7.7 g, m.p. 142°-143° C., λmax (chloroform) 348 nm (ε=26,400), 271 nm (ε=12,500), 255 nm (ε=11,... Reagents/catalysts: Karstedt's catalyst, Karstedt's catalyst. Reaction conditions: temperature 80 celsius. Run in 3. The reactants are C(C=C)OCC1OCCC1 (allyloxymethyltetrahydrofuran), C(C)O[SiH](OCC)OCC (triethoxysilane), C(C)O[SiH](OCC)OCC (triethoxysilane), Pt. Yield: 98.7%. Reported procedure: A 1 liter 3 neck flask equipped with a magnetic stirrer, pot thermometer, dry-ice condenser and an addition funnel was charged with 106.6 g of allyloxymethyltetrahydrofuran. The flask was heated to 80° C., and 8.7 g of triethoxysilane was added, followed by 0.5 g of Karstedt's catalyst with a Pt concentration of 2%. An exotherm was observed and an additional 120.6 g of triethoxysilane was added while maintaining the temperature between 80°-100° C. After the addition was complete, an additional 0... The product is C(C1CCCO1)OCCC[Si](OCC)(OCC)OCC (Tetrahydrofurfuryloxypropyltriethoxysilane). RXN SMILES: [CH2:1]([O:4][CH2:5][CH:6]1[CH2:10][CH2:9][CH2:8][O:7]1)[CH:2]=[CH2:3].[CH2:11]([O:13][SiH:14]([O:18][CH2:19][CH3:20])[O:15][CH2:16][CH3:17])[CH3:12]>>[CH2:5]([O:4][CH2:1][CH2:2][CH2:3][Si:14]([O:18][CH2:19][CH3:20])([O:15][CH2:16][CH3:17])[O:13][CH2:11][CH3:12])[CH:6]1[O:7][CH2:8][CH2:9][CH2:10]1.